Task: describe an organic reaction: reactants, conditions, products, and yield. Dataset: the Open Reaction Database (ORD), a public repository of structured organic reaction records The reactants are O (Water), [H-].[Na+] (Sodium hydride), C(CC(=O)OCC)(=O)OCC (diethyl malonate), ICCCCCC=C (7-Iodo-1-heptene). Solvent: O1CCCC1 (tetrahydrofuran), O1CCCC1 (tetrahydrofuran). Conditions: temperature 0 celsius, time 1 hour. The product is C(CCCCC=C)C(C(=O)OCC)C(=O)OCC (diethyl 2-(6-heptenyl)malonate). The yield is 83.5%. RXN SMILES: [H-].[Na+].[C:3]([O:11][CH2:12][CH3:13])(=[O:10])[CH2:4][C:5]([O:7][CH2:8][CH3:9])=[O:6].I[CH2:15][CH2:16][CH2:17][CH2:18][CH2:19][CH:20]=[CH2:21].O>O1CCCC1>[CH2:21]([CH:4]([C:5]([O:7][CH2:8][CH3:9])=[O:6])[C:3]([O:11][CH2:12][CH3:13])=[O:10])[CH2:20][CH2:19][CH2:18][CH2:17][CH:16]=[CH2:15] |f:0.1|. Procedure: Sodium hydride (60%, 5.78 g, 144.59 mmol) was added to anhydrous tetrahydrofuran (250 ml) and cooled to 0° C. To this mixture, diethyl malonate (25.09 g, 156.64 mmol) was slowly added dropwise, followed by stirring for 1 hour at room temperature. 7-Iodo-1-heptene (27 g, 120.49 mmol) dissolved in anhydrous tetrahydrofuran (50 ml) was then slowly added dropwise to the mixture, followed by stirring for 12 hours at room temperature. Water was added to the reaction mixture, which was then extracted t...